Dataset: the Open Reaction Database (ORD), a public repository of structured organic reaction records. Task: describe an organic reaction: reactants, conditions, products, and yield The reactants are Cc1c(-c2ccccc2)c(Br)c2oc(C(C)(C)C)nc2c1C#N, CCCC[Sn](CCCC)(CCCC)C1=CC(NC(=O)OC(C)(C)C)CC1, Cc1cc(C(C)(C)C)c(O)c(C(C)(C)C)c1, C1COCCO1. Product: Cc1c(-c2ccccc2)c(C2=CC(NC(=O)OC(C)(C)C)CC2)c2oc(C(C)(C)C)nc2c1C#N. As a reaction SMILES: [Br:1][c:2]1[c:3](-[c:18]2[cH:19][cH:20][cH:21][cH:22][cH:23]2)[c:4]([CH3:17])[c:5]([C:15]#[N:16])[c:6]2[n:7][c:8]([C:11]([CH3:12])([CH3:13])[CH3:14])[o:9][c:10]12.[C:24]([CH3:25])([CH3:26])([CH3:27])[O:28][C:29](=[O:30])[NH:31][CH:32]1[CH:33]=[C:34]([Sn:37]([CH2:38][CH2:39][CH2:40][CH3:41])([CH2:42][CH2:43][CH2:44][CH3:45])[CH2:46][CH2:47][CH2:48][CH3:49])[CH2:35][CH2:36]1.[C:50]([c:51]1[c:52]([OH:53])[c:54]([C:55]([CH3:56])([CH3:57])[CH3:58])[cH:59][c:60]([CH3:61])[cH:62]1)([CH3:63])([CH3:64])[CH3:65].[CH2:66]1[O:67][CH2:68][CH2:69][O:70][CH2:71]1>>[c:2]1([C:34]2=[CH:33][CH:32]([NH:31][C:29]([O:28][C:24]([CH3:25])([CH3:26])[CH3:27])=[O:30])[CH2:36][CH2:35]2)[c:3](-[c:18]2[cH:19][cH:20][cH:21][cH:22][cH:23]2)[c:4]([CH3:17])[c:5]([C:15]#[N:16])[c:6]2[n:7][c:8]([C:11]([CH3:12])([CH3:13])[CH3:14])[o:9][c:10]12. The reactants are [Al+3], C1CCOC1, [H-], [H-], [H-], [H-], [Li+], CNC(=O)CCc1cnc2occc2c1. The product is CNCCCc1cnc2occc2c1. Reaction SMILES: [Al+3:17].[CH2:22]1[O:23][CH2:24][CH2:25][CH2:26]1.[H-:16].[H-:19].[H-:20].[H-:21].[Li+:18].[o:1]1[cH:2][cH:3][c:4]2[c:5]1[n:6][cH:7][c:8]([CH2:10][CH2:11][C:12](=[O:13])[NH:14][CH3:15])[cH:9]2>>[o:1]1[cH:2][cH:3][c:4]2[c:5]1[n:6][cH:7][c:8]([CH2:10][CH2:11][CH2:12][NH:14][CH3:15])[cH:9]2. Reactants: CCCCCCCCCCCCCCCCCC(=O)O.C(C(CO)O)O (stearine), OCC(O)CO (glycerine), Ca(OH)2, OP(=O)(O)O (H3PO4). The solvent is O (water), O (water). Reaction conditions: temperature 140 celsius, time 2 hour. The product is C(CCCCCCCCCCCCCCCCC)(=O)O.OCC(O)CO.OCC(O)CO.OCC(O)CO (Triglycerol monostearate). Reaction SMILES: [CH3:1][CH2:2][CH2:3][CH2:4][CH2:5][CH2:6][CH2:7][CH2:8][CH2:9][CH2:10][CH2:11][CH2:12][CH2:13][CH2:14][CH2:15][CH2:16][CH2:17][C:18]([OH:20])=[O:19].[CH2:21]([OH:26])[CH:22]([OH:25])[CH2:23][OH:24].[OH:27][CH2:28][CH:29]([CH2:31][OH:32])[OH:30].OP(O)(O)=O>O>[C:18]([OH:20])(=[O:19])[CH2:17][CH2:16][CH2:15][CH2:14][CH2:13][CH2:12][CH2:11][CH2:10][CH2:9][CH2:8][CH2:7][CH2:6][CH2:5][CH2:4][CH2:3][CH2:2][CH3:1].[OH:26][CH2:21][CH:22]([CH2:23][OH:24])[OH:25].[OH:27][CH2:28][CH:29]([CH2:31][OH:32])[OH:30].[OH:26][CH2:21][CH:22]([CH2:23][OH:24])[OH:25] |f:0.1,5.6.7.8|. Procedure details: 1461 g of stearine (hydrogenated oleo stearine) and 1100 g of glycerine plus 6 g of Ca(OH)2 were heated under nitrogen blanket to 230°-240° C. and kept at this temperature for 2 hours. Then, to change the alkaline catalyst to the acidic catalyst, for safety reasons the batch was cooled down to 140° C. and 20 g of 25% H3PO4 premixed with 20 g of water was slowly added. Following this the batch was again slowly reheated with maximum vacuum of 26 inches and temperature of 240° C. without stopping t... Reactants: BrCC1=CC=C(C=C1)C1=NOC(=C1)C(=O)N (3-(4-bromomethyl-phenyl)-isoxazole-5-carboxylic acid amide), BrCC1=CC=C(C=C1)C1=NOC(=C1)C(=O)N (3-(4-bromomethyl-phenyl)-isoxazole-5-carboxylic acid amide), CC=1C(NC=CC1)=O (3-methyl-2-pyridone), C(=O)([O-])[O-].[K+].[K+] (K2CO3). The solvent is CC#N (CH3CN). Run at temperature 90 celsius. Yields the product CC=1C(=NC=CC1)OCC1=CC=C(C=C1)C1=NOC(=C1)C(=O)N (3-[4-(3-methyl-pyridin-2-yloxymethyl)-phenyl]-isoxazole-5-carboxylic acid amide). Yield: 60.4%. As a reaction SMILES: Br[CH2:2][C:3]1[CH:8]=[CH:7][C:6]([C:9]2[CH:13]=[C:12]([C:14]([NH2:16])=[O:15])[O:11][N:10]=2)=[CH:5][CH:4]=1.[CH3:17][C:18]1[C:19](=[O:24])[NH:20][CH:21]=[CH:22][CH:23]=1.C([O-])([O-])=O.[K+].[K+]>CC#N>[CH3:17][C:18]1[C:19]([O:24][CH2:2][C:3]2[CH:8]=[CH:7][C:6]([C:9]3[CH:13]=[C:12]([C:14]([NH2:16])=[O:15])[O:11][N:10]=3)=[CH:5][CH:4]=2)=[N:20][CH:21]=[CH:22][CH:23]=1 |f:2.3.4|. Procedure: To a mixture of 3-(4-bromomethyl-phenyl)-isoxazole-5-carboxylic acid amide (which may be prepared as described in Preparation of Intermediate 14; 30 mg, 0.107 mmol) in CH3CN (2 mL) were added 3-methyl-2-pyridone (20 mg, 0.18 mmol) and K2CO3 (30 mg, 0.22 mmol). The mixture was heated at 90° C. for 16 h and then evaporated to dryness. The residue was purified by chromatography (66-75% EtOAc/hexanes) to give 3-[4-(3-methyl-pyridin-2-yloxymethyl)-phenyl]-isoxazole-5-carboxylic acid amide (20 mg, 60%...